From a dataset of the Open Reaction Database (ORD), a public repository of structured organic reaction records. describe an organic reaction: reactants, conditions, products, and yield The reactants are CCO, O=C[O-], CCOC(=O)CN1C(=O)CCc2cc([N+](=O)[O-])ccc21, [NH4+], O. Product: CCOC(=O)CN1C(=O)CCc2cc(N)ccc21. RXN SMILES: [CH3:25][CH2:26][OH:27].[CH:21]([O-:22])=[O:23].[N+:1]([O-:2])(=[O:3])[c:4]1[cH:5][c:6]2[c:11]([cH:12][cH:13]1)[N:10]([CH2:14][C:15](=[O:16])[O:17][CH2:18][CH3:19])[C:9](=[O:20])[CH2:8][CH2:7]2.[NH4+:24].[OH2:28]>>[NH2:1][c:4]1[cH:5][c:6]2[c:11]([cH:12][cH:13]1)[N:10]([CH2:14][C:15](=[O:16])[O:17][CH2:18][CH3:19])[C:9](=[O:20])[CH2:8][CH2:7]2. Product: ClON=Cc1ccc(OC2CCCCO2)cc1. Starting materials: O=C1CCC(=O)N1Cl, ON=Cc1ccc(OC2CCCCO2)cc1, CN(C)C=O. RXN SMILES: [Cl:17][N:18]1[C:19](=[O:20])[CH2:21][CH2:22][C:23]1=[O:24].[O:1]1[CH:2]([O:7][c:8]2[cH:9][cH:10][c:11]([CH:12]=[N:13][OH:14])[cH:15][cH:16]2)[CH2:3][CH2:4][CH2:5][CH2:6]1.[O:25]=[CH:26][N:27]([CH3:28])[CH3:29]>>[O:1]1[CH:2]([O:7][c:8]2[cH:9][cH:10][c:11]([CH:12]=[N:13][O:14][Cl:17])[cH:15][cH:16]2)[CH2:3][CH2:4][CH2:5][CH2:6]1. Reactants: COC(=O)c1ccc(Cl)nc1, OB(O)c1ccc(C(F)(F)F)cc1, C1COCCO1. Yields the product COC(=O)c1ccc(-c2ccc(C(F)(F)F)cc2)nc1. As a reaction SMILES: [CH3:1][O:2][C:3]([c:4]1[cH:5][n:6][c:7]([Cl:10])[cH:8][cH:9]1)=[O:11].[F:12][C:13]([c:14]1[cH:15][cH:16][c:17]([B:20]([OH:21])[OH:22])[cH:18][cH:19]1)([F:23])[F:24].[O:25]1[CH2:26][CH2:27][O:28][CH2:29][CH2:30]1>>[CH3:1][O:2][C:3]([c:4]1[cH:5][n:6][c:7](-[c:17]2[cH:16][cH:15][c:14]([C:13]([F:12])([F:23])[F:24])[cH:19][cH:18]2)[cH:8][cH:9]1)=[O:11]. The reactants are BrC1=CC=C(C=C1)OC (4-bromoanisole), [OH-].[K+] (potassium hydroxide), C[Si](C)(C)C#C (trimethylsilylacetylene), trimethylsilyl. The reagents and catalysts are Cl[Pd]([P](C1=CC=CC=C1)(C2=CC=CC=C2)C3=CC=CC=C3)([P](C4=CC=CC=C4)(C5=CC=CC=C5)C6=CC=CC=C6)Cl ((Ph3P)2PdCl2), [Cu]I (CuI). The solvent is CCN(CC)CC (Et3N), CN(C)C=O (DMF). The product is COC1=CC=C(C=C1)C#C (4-methoxyphenyl acetylene). Reaction SMILES: Br[C:2]1[CH:7]=[CH:6][C:5]([O:8][CH3:9])=[CH:4][CH:3]=1.C[Si]([C:14]#[CH:15])(C)C.[OH-].[K+]>Cl[Pd](Cl)([P](C1C=CC=CC=1)(C1C=CC=CC=1)C1C=CC=CC=1)[P](C1C=CC=CC=1)(C1C=CC=CC=1)C1C=CC=CC=1.[Cu]I.CN(C=O)C.CCN(CC)CC>[CH3:9][O:8][C:5]1[CH:6]=[CH:7][C:2]([C:14]#[CH:15])=[CH:3][CH:4]=1 |f:2.3,^1:20,39|. Reported procedure: Using Method D above, 4-bromoanisole (Aldrich) was coupled with trimethylsilylacetylene (Aldrich) using (Ph3P)2PdCl2 and CuI as catalyst in DMF and Et3N as solvent and was heated at reflux for 1 day. The resulting trimethylsilyl derivative was hydrolized with aqueous potassium hydroxide to give 4-methoxyphenyl acetylene. Reactants: [OH-].[Na+] (NaOH), O=S1(CC(CN(C2=C1C=C(C(=C2)Br)OCC(=O)OCC)C2=CC=CC=C2)(CCCC)CCCC)=O (1,1-Dioxo-3,3-dibutyl-5-phenyl-7-bromo-8-ethoxycarbonylmethoxy-2,3,4,5-tetrahydro-1,5-benzothiazepine), C(C)(=O)O (Acetic acid). Solvent: C(C)O (ethanol). Reaction conditions: time 30 minute. The product is O=S1(CC(CN(C2=C1C=C(C(=C2)Br)OCC(=O)O)C2=CC=CC=C2)(CCCC)CCCC)=O (1,1-Dioxo-3,3-dibutyl-5-phenyl-7-bromo-8-carboxymethoxy-2,3,4,5-tetrahydro-1,5-benzothiazepine). The yield is 95.7%. RXN SMILES: [O:1]=[S:2]1(=[O:35])[C:8]2[CH:9]=[C:10]([O:14][CH2:15][C:16]([O:18]CC)=[O:17])[C:11]([Br:13])=[CH:12][C:7]=2[N:6]([C:21]2[CH:26]=[CH:25][CH:24]=[CH:23][CH:22]=2)[CH2:5][C:4]([CH2:31][CH2:32][CH2:33][CH3:34])([CH2:27][CH2:28][CH2:29][CH3:30])[CH2:3]1.[OH-].[Na+].C(O)(=O)C>C(O)C>[O:35]=[S:2]1(=[O:1])[C:8]2[CH:9]=[C:10]([O:14][CH2:15][C:16]([OH:18])=[O:17])[C:11]([Br:13])=[CH:12][C:7]=2[N:6]([C:21]2[CH:26]=[CH:25][CH:24]=[CH:23][CH:22]=2)[CH2:5][C:4]([CH2:31][CH2:32][CH2:33][CH3:34])([CH2:27][CH2:28][CH2:29][CH3:30])[CH2:3]1 |f:1.2|. Procedure details: 1,1-Dioxo-3,3-dibutyl-5-phenyl-7-bromo-8-ethoxycarbonylmethoxy-2,3,4,5-tetrahydro-1,5-benzothiazepine (Method 12; 2.2 g, 3.88 mmol) was dissolved in ethanol (15 ml). NaOH (0.8 g in 1.5 ml water) was added to the solution and the mixture was stirred for 30 min at room temperature. Acetic acid (2 ml) was added. The solvent was evaporated under reduced pressure and the residue was extracted with EtOAc/water. The EtOAc layer was separated, dried and evaporated under reduced pressure to give the titl...